From a dataset of the Open Reaction Database (ORD), a public repository of structured organic reaction records. describe an organic reaction: reactants, conditions, products, and yield The reactants are CC1(N[C@@H]2CCCC[C@@H]2NC1)C ((4aS,8aR)-2,2-dimethyldecahydroquinoxaline), BrC=1C=C2C=C(N(C2=CC1)C)C#N (5-bromo-1-methyl-1H-indole-2-carbonitrile), P(C(C)(C)C)(C(C)(C)C)C(C)(C)C (t-Bu3P), [H+].[B-](F)(F)(F)F (HBF4), CC(C)(C)[O-].[Na+] (NaOt-Bu), [O-]S(=O)(=O)[O-].[Mg+2] (MgSO4). Product: CC1(CN([C@H]2CCCC[C@H]2N1)C=1C=C2C=C(N(C2=CC1)C)C#N)C (5-((4aR,8aS)-3,3-dimethyldecahydroquinoxalin-1-yl)-1-methyl-1H-indole-2-carbonitrile). RXN SMILES: [CH3:1][C:2]1([CH3:12])[CH2:11][NH:10][C@@H:9]2[C@@H:4]([CH2:5][CH2:6][CH2:7][CH2:8]2)[NH:3]1.Br[C:14]1[CH:15]=[C:16]2[C:20](=[CH:21][CH:22]=1)[N:19]([CH3:23])[C:18]([C:24]#[N:25])=[CH:17]2.P(C(C)(C)C)(C(C)(C)C)C(C)(C)C.[H+].[B-](F)(F)(F)F.CC([O-])(C)C.[Na+].[O-]S([O-])(=O)=O.[Mg+2]>CC([O-])=O.CC([O-])=O.[Pd+2].CCOC(C)=O.O.C1(C)C=CC=CC=1>[CH3:1][C:2]1([CH3:12])[NH:3][C@H:4]2[C@H:9]([CH2:8][CH2:7][CH2:6][CH2:5]2)[N:10]([C:14]2[CH:15]=[C:16]3[C:20](=[CH:21][CH:22]=2)[N:19]([CH3:23])[C:18]([C:24]#[N:25])=[CH:17]3)[CH2:11]1 |f:3.4,5.6,7.8,9.10.11|. Procedure details: A toluene (4 ml) suspension of (4aS,8aR)-2,2-dimethyldecahydroquinoxaline (168 mg, 0.998 mmol), 5-bromo-1-methyl-1H-indole-2-carbonitrile (259 mg, 1.10 mmol), Pd(OAc)2 (11.2 mg, 0.0499 mmol), t-Bu3P.HBF4 (14.5 mg, 0.0500 mmol), and NaOt-Bu (135 mg, 1.40 mmol) was stirred for 4 hours under reflux in a nitrogen atmosphere. The reaction solution was cooled to room temperature. Then, water (0.5 mL) and AcOEt (10 mL) were added thereto, and the mixture was stirred. MgSO4 was further added thereto, an... The yield is 46.0%. Solvent: C1(=CC=CC=C1)C (toluene), CCOC(=O)C (AcOEt), O (water). The reagents and catalysts are CC(=O)[O-].CC(=O)[O-].[Pd+2] (Pd(OAc)2). The reactants are FC(C1=NC(=NC=C1)NC1=CC(=CC(=C1)B1OC(C(O1)(C)C)(C)C)C)F (4-(difluoromethyl)-N-[3-methyl-5-(4,4,5,5-tetramethyl-1,3,2-dioxaborolan-2-yl)phenyl]pyrimidin-2-amine), C(C1=CC=CC=C1)OCC1NC(OC1CN1N=CC(=C1)Br)=O (4-[(benzyloxy)methyl]-5-[(4-bromo-1H-pyrazol-1-yl)methyl]-1,3-oxazolidin-2-one), [O-]P(=O)([O-])[O-].[K+].[K+].[K+] (potassium phosphate tribasic), Pd(dbpf)Cl2. The solvent is O1CCOCC1 (dioxane), O (water). Conditions: temperature 110 celsius. Product: C(C1=CC=CC=C1)OCC1NC(OC1CN1N=CC(=C1)C1=CC(=CC(=C1)C)NC1=NC=CC(=N1)C(F)F)=O (4-[(benzyloxy)methyl]-5-{[4-(3-{[4-(difluoromethyl)pyrimidin-2-yl]amino}-5-methylphenyl)-1H-pyrazol-1-yl]methyl}-1,3-oxazolidin-2-one). Reaction SMILES: [F:1][CH:2]([F:26])[C:3]1[CH:8]=[CH:7][N:6]=[C:5]([NH:9][C:10]2[CH:15]=[C:14](B3OC(C)(C)C(C)(C)O3)[CH:13]=[C:12]([CH3:25])[CH:11]=2)[N:4]=1.[CH2:27]([O:34][CH2:35][CH:36]1[CH:40]([CH2:41][N:42]2[CH:46]=[C:45](Br)[CH:44]=[N:43]2)[O:39][C:38](=[O:48])[NH:37]1)[C:28]1[CH:33]=[CH:32][CH:31]=[CH:30][CH:29]=1.[O-]P([O-])([O-])=O.[K+].[K+].[K+]>O1CCOCC1.O>[CH2:27]([O:34][CH2:35][CH:36]1[CH:40]([CH2:41][N:42]2[CH:46]=[C:45]([C:14]3[CH:13]=[C:12]([CH3:25])[CH:11]=[C:10]([NH:9][C:5]4[N:4]=[C:3]([CH:2]([F:1])[F:26])[CH:8]=[CH:7][N:6]=4)[CH:15]=3)[CH:44]=[N:43]2)[O:39][C:38](=[O:48])[NH:37]1)[C:28]1[CH:33]=[CH:32][CH:31]=[CH:30][CH:29]=1 |f:2.3.4.5|. Procedure details: A mixture of 4-(difluoromethyl)-N-[3-methyl-5-(4,4,5,5-tetramethyl-1,3,2-dioxaborolan-2-yl)phenyl]pyrimidin-2-amine (111 mg, 0.307 mmol), 4-[(benzyloxy)methyl]-5-[(4-bromo-1H-pyrazol-1-yl)methyl]-1,3-oxazolidin-2-one (109 mg, 0.298 mmol), potassium phosphate tribasic (239 mg, 1.13 mmol), and Pd(dbpf)Cl2 (4 mg, 0.006 mmol) in dioxane (2 mL) was stirred and heated to 110° C. in a microwave reactor for 30 minutes. The reaction mixture was diluted with water and extracted with ethyl acetate. The org... Product: O=C(OC(Cl)(Cl)Cl)n1nnc2ccccc21. Reactants: Cc1ccccc1, CCCCCC, O=C(OC(Cl)(Cl)Cl)OC(Cl)(Cl)Cl, c1ccc2[nH]nnc2c1. Reaction SMILES: [CH3:22][c:23]1[cH:24][cH:25][cH:26][cH:27][cH:28]1.[CH3:29][CH2:30][CH2:31][CH2:32][CH2:33][CH3:34].[Cl:10][C:11]([Cl:12])([O:13][C:14]([O:15][C:17]([Cl:18])([Cl:19])[Cl:20])=[O:16])[Cl:21].[nH:1]1[n:2][n:3][c:4]2[c:5]1[cH:6][cH:7][cH:8][cH:9]2>>[n:1]1([C:14]([O:13][C:11]([Cl:10])([Cl:12])[Cl:21])=[O:15])[n:2][n:3][c:4]2[c:5]1[cH:6][cH:7][cH:8][cH:9]2. Starting materials: 4,4-(Dimethyl-1,1-dioxido-1,2,5-thiadiazolidin-2-yl)-triphenyl phosphonium, ICC[C@H](O)C1=CC=CC=C1 ((S)-3-iodo-1-phenyl-1-propanol), FC1=CC=C(C2=C1C=C(S2)C#N)O (4-fluoro-7-hydroxy-benzothiophene-2-carbonitrile). Run in C1CCOC1 (THF). Reaction conditions: time 18 hour. Product: ICC[C@H](C1=CC=CC=C1)OC1=CC=CC2=C1C=C(S2)C#N (4-{[(1R)-3-Iodo-1-phenylpropyl]oxy}-1-benzothiophene-2-carbonitrile). Isolated yield 96.8%. Reaction SMILES: [I:1][CH2:2][CH2:3][C@@H:4]([C:6]1[CH:11]=[CH:10][CH:9]=[CH:8][CH:7]=1)[OH:5].F[C:13]1[C:18]2[CH:19]=[C:20]([C:22]#[N:23])[S:21][C:17]=2[C:16](O)=[CH:15][CH:14]=1>C1COCC1>[I:1][CH2:2][CH2:3][C@@H:4]([O:5][C:13]1[C:18]2[CH:19]=[C:20]([C:22]#[N:23])[S:21][C:17]=2[CH:16]=[CH:15][CH:14]=1)[C:6]1[CH:11]=[CH:10][CH:9]=[CH:8][CH:7]=1. Procedure: 4,4-(Dimethyl-1,1-dioxido-1,2,5-thiadiazolidin-2-yl)-triphenyl phosphonium (498 mg, 1.12 mmol) was added in one portion to a stirred solution of (S)-3-iodo-1-phenyl-1-propanol (Molander, Gary A.; Shakya, Sagar R.; J. Org. Chem.; 1994, 59; 12; 1994; 3445–3452) (237 mg, 0.84 mmol) and 4-fluoro-7-hydroxy-benzothiophene-2-carbonitrile (144 mg, 0.70 mmol) in dry THF (12 mL) under an inert atmosphere on nitrogen. The resulting suspension was allowed to stir for a further 18 hrs before the solvent was ... Reactants: O1C(OCC1)C=1C=C(SC1[Si](C)(C)C)C=O (4-(1,3-dioxolan-2-yl)-5-(trimethylsilyl)thiophene-2-carbaldehyde), C1(=CC=CC=C1)P(C1=CC=CC=C1)(C1=CC=CC=C1)=CC(=O)OC (methyl (triphenyl phosphanylidene)acetate). The solvent is C(Cl)(Cl)Cl (chloroform). Conditions: temperature 0 celsius, time 1 hour. Product: O1C(OCC1)C=1C=C(SC1[Si](C)(C)C)/C=C/C(=O)OC (methyl (2E)-3-[4-(1,3-dioxolan-2-yl)-5-(trimethylsilyl)thiophen-2-yl]acrylate). Yield: 88.1%. RXN SMILES: [O:1]1[CH2:5][CH2:4][O:3][CH:2]1[C:6]1[CH:7]=[C:8]([CH:15]=O)[S:9][C:10]=1[Si:11]([CH3:14])([CH3:13])[CH3:12].C1(P(=[CH:36][C:37]([O:39][CH3:40])=[O:38])(C2C=CC=CC=2)C2C=CC=CC=2)C=CC=CC=1>C(Cl)(Cl)Cl>[O:3]1[CH2:4][CH2:5][O:1][CH:2]1[C:6]1[CH:7]=[C:8](/[CH:15]=[CH:36]/[C:37]([O:39][CH3:40])=[O:38])[S:9][C:10]=1[Si:11]([CH3:12])([CH3:13])[CH3:14]. Procedure details: To a solution of 4-(1,3-dioxolan-2-yl)-5-(trimethylsilyl)thiophene-2-carbaldehyde (12.82 g, 50.00 mmol) in chloroform (128 ml) was added methyl (triphenyl phosphanylidene)acetate (17.55 g, 52.50 mmol) at 0° C. by small portions. After stirring at 0° C. for 1 hr, the mixture was stirred at room temperature for 12 hr. The reaction mixture was concentrated under reduced pressure, diethyl ether (200 ml) was added to the residue, and the mixture was stirred. The insoluble material (mainly triphenylph... The reactants are COC1=NC=CC=C1B(O)O ((2-methoxypyridin-3-yl)boronic acid), C([O-])([O-])=O.[K+].[K+] (potassium carbonate), C1(CCCCC1)P(C1CCCCC1)C1CCCCC1 (tricyclohexylphosphine), ClC1=C(N=C(N=N1)C1=NN(C2=NC=CC=C21)CC2=C(C=CC=C2)F)N (6-chloro-3-[1-(2-fluorobenzyl)-1H-pyrazolo[3,4-b]pyridin-3-yl]-1,2,4-triazine-5-amine). Reagents/catalysts: C1=CC=C(C=C1)P([C-]2C=CC=C2)C3=CC=CC=C3.C1=CC=C(C=C1)P([C-]2C=CC=C2)C3=CC=CC=C3.Cl[Pd]Cl.[Fe+2] (1,1′-bis(diphenylphosphino)ferrocenepalladium(II) chloride). Run in O1CCOCC1 (dioxane). Run at time 10 minute. Yields the product FC1=C(CN2N=C(C=3C2=NC=CC3)C=3N=NC(=C(N3)N)C=3C(=NC=CC3)OC)C=CC=C1 (3-[1-(2-Fluorobenzyl)-1H-pyrazolo[3,4-b]pyridin-3-yl]-6-(2-methoxypyridin-3-yl)-1,2,4-triazine-5-amine). Yield: 34.6%. Reaction SMILES: Cl[C:2]1[N:7]=[N:6][C:5]([C:8]2[C:16]3[C:11](=[N:12][CH:13]=[CH:14][CH:15]=3)[N:10]([CH2:17][C:18]3[CH:23]=[CH:22][CH:21]=[CH:20][C:19]=3[F:24])[N:9]=2)=[N:4][C:3]=1[NH2:25].[CH3:26][O:27][C:28]1[C:33](B(O)O)=[CH:32][CH:31]=[CH:30][N:29]=1.C(=O)([O-])[O-].[K+].[K+].C1(P(C2CCCCC2)C2CCCCC2)CCCCC1>O1CCOCC1.C1C=CC(P(C2C=CC=CC=2)[C-]2C=CC=C2)=CC=1.C1C=CC(P(C2C=CC=CC=2)[C-]2C=CC=C2)=CC=1.Cl[Pd]Cl.[Fe+2]>[F:24][C:19]1[CH:20]=[CH:21][CH:22]=[CH:23][C:18]=1[CH2:17][N:10]1[C:11]2=[N:12][CH:13]=[CH:14][CH:15]=[C:16]2[C:8]([C:5]2[N:6]=[N:7][C:2]([C:33]3[C:28]([O:27][CH3:26])=[N:29][CH:30]=[CH:31][CH:32]=3)=[C:3]([NH2:25])[N:4]=2)=[N:9]1 |f:2.3.4,7.8.9.10|. Reported procedure: Under an argon atmosphere, 140 mg (purity 65%, 0.256 mmol) of 6-chloro-3-[1-(2-fluorobenzyl)-1H-pyrazolo[3,4-b]pyridin-3-yl]-1,2,4-triazine-5-amine were suspended in 5 ml of absolute dioxane. 117 mg (0.767 mmol) of (2-methoxypyridin-3-yl)boronic acid, 1.023 ml (1.023 mmol) of 1N aqueous potassium carbonate solution and 14 mg (0.051 mmol) of tricyclohexylphosphine were added and argon was passed through the suspension for 10 min with stirring. Then, 28 mg (0.038 mmol) of 1,1′-bis(diphenylphosphin... Reactants: aqueous solution, [OH-].[K+] (potassium hydroxide), COC(=O)[C@@H]1OC(OC1)(C)C ((R)-(+)-2,2-dimethyl-1,3-dioxolan-4-carboxylic acid methyl ester), Cl (hydrochloric acid). Reaction conditions: time 3 hour. Product: CC1(OC[C@@H](O1)C(=O)O)C ((R)-(+)-2,2-dimethyl-1,3-dioxolan-4-carboxylic acid). Yield: 79.0%. As a reaction SMILES: [OH-].[K+].C[O:4][C:5]([C@H:7]1[CH2:11][O:10][C:9]([CH3:13])([CH3:12])[O:8]1)=[O:6].Cl>>[CH3:12][C:9]1([CH3:13])[O:8][C@@H:7]([C:5]([OH:6])=[O:4])[CH2:11][O:10]1 |f:0.1|. Procedure details: To a 2 N aqueous solution of potassium hydroxide was added (R)-(+)-2,2-dimethyl-1,3-dioxolan-4-carboxylic acid methyl ester (1.00 g, 6.24 mmol), followed by stirring under ice cooling conditions for 3 hours. After neutralization with hydrochloric acid, the solution was salted out and extracted with ethyl acetate (50 ml) to yield (R)-(+)-2,2-dimethyl-1,3-dioxolan-4-carboxylic acid as colorless amorphous powders (0.72 g). To a solution of the compound obtained in Reference Example 29 (0.572 g, 1.0...